This data is from the Open Reaction Database (ORD), a public repository of structured organic reaction records. The task is: describe an organic reaction: reactants, conditions, products, and yield Starting materials: C=CCC1C(O)CC(OC2CCCCO2)C1CO[Si](C)(C)C(C)(C)C, Cc1ccccc1. Yields the product CC=CC1C(O)CC(OC2CCCCO2)C1CO[Si](C)(C)C(C)(C)C. Reaction SMILES: [CH2:1]([CH:2]=[CH2:3])[CH:4]1[CH:5]([OH:25])[CH2:6][CH:7]([O:18][CH:19]2[O:20][CH2:21][CH2:22][CH2:23][CH2:24]2)[CH:8]1[CH2:9][O:10][Si:11]([C:12]([CH3:13])([CH3:14])[CH3:15])([CH3:16])[CH3:17].[CH3:26][c:27]1[cH:28][cH:29][cH:30][cH:31][cH:32]1>>[CH:1](=[CH:2][CH3:3])[CH:4]1[CH:5]([OH:25])[CH2:6][CH:7]([O:18][CH:19]2[O:20][CH2:21][CH2:22][CH2:23][CH2:24]2)[CH:8]1[CH2:9][O:10][Si:11]([C:12]([CH3:13])([CH3:14])[CH3:15])([CH3:16])[CH3:17]. The reactants are N1[C@H](C(=O)O)CCC1.C(C1=CC=CC=C1)NC([C@@H](N)[C@@H](C)CC)=O (L-proline L-isoleucine benzylamide), C([O-])([O-])=O.[Na+].[Na+] (sodium carbonate), BrCC(=O)C1=C(C=CC=C1)OC (2-bromo-2'-methoxyacetophenone). Solvent: C(C)#N (acetonitrile). Product: COC1=C(C=CC=C1)C(CN1[C@H](C(=O)N(C([C@@H](N)[C@@H](C)CC)=O)CC2=CC=CC=C2)CCC1)=O (L-isoleucine, N-[1-(2-(2-methoxyphenyl)-2-oxoethyl)-L-prolyl] benzylamide). Yield: 89.0%. As a reaction SMILES: [NH:1]1[CH2:8][CH2:7][CH2:6][C@H:2]1[C:3]([OH:5])=O.[CH2:9]([NH:16][C:17](=[O:24])[C@H:18]([C@H:20]([CH2:22][CH3:23])[CH3:21])[NH2:19])[C:10]1[CH:15]=[CH:14][CH:13]=[CH:12][CH:11]=1.C(=O)([O-])[O-].[Na+].[Na+].Br[CH2:32][C:33]([C:35]1[CH:40]=[CH:39][CH:38]=[CH:37][C:36]=1[O:41][CH3:42])=[O:34]>C(#N)C>[CH3:42][O:41][C:36]1[CH:37]=[CH:38][CH:39]=[CH:40][C:35]=1[C:33](=[O:34])[CH2:32][N:1]1[CH2:8][CH2:7][CH2:6][C@H:2]1[C:3]([N:16]([CH2:9][C:10]1[CH:15]=[CH:14][CH:13]=[CH:12][CH:11]=1)[C:17](=[O:24])[C@H:18]([C@H:20]([CH2:22][CH3:23])[CH3:21])[NH2:19])=[O:5] |f:0.1,2.3.4|. Reported procedure: Using the procedure described in example 5, treatment of L-proline-L-isoleucine benzylamide (317 mg, 0.99 mmol), with sodium carbonate (211 mg, 1.99 mmol), and 2-bromo-2'-methoxyacetophenone (457 mg, 1.99 mmol, 2.0 eq) in acetonitrile (10 mL), provided 410 mg (88%) of L-isoleucine, N-[1-(2-(2-methoxyphenyl)-2-oxoethyl)-L-prolyl] benzylamide as a pale yellow oil. The reactants are C(O)([O-])=O.[Na+] (sodium hydrogencarbonate), NC1=NC=CC(=C1)OC1=C(C=C(C=C1)NC(=S)NC(CC1=CC=C(C=C1)F)=O)F (1-[4-(2-aminopyridin-4-yloxy)-3-fluorophenyl]-3-[(4-fluorophenyl)acetyl]thiourea), ClC(=O)OC1=CC=CC=C1 (phenyl chloroformate), C(C)N(CCCNC)CC (N,N-diethyl-N′-methyl-1,3-propanediamine). Run in O1CCCC1 (tetrahydrofuran), C(C)N(CC)CC (triethylamine), CN(C=O)C (N,N-dimethylformamide), C(C)(=O)OCC (ethyl acetate). Yields the product C(C)N(CCCN(C(=O)NC1=NC=CC(=C1)OC1=C(C=C(C=C1)NC(=S)NC(CC1=CC=C(C=C1)F)=O)F)C)CC (1-(3-Diethylaminopropyl)-3-[4-(2-fluoro-4-{3-[2-(4-fluorophenyl)acetyl]thioureido}phenoxy)pyridin-2-yl]-1-methylurea). Yield: 1.9%. Reaction SMILES: [NH2:1][C:2]1[CH:7]=[C:6]([O:8][C:9]2[CH:14]=[CH:13][C:12]([NH:15][C:16]([NH:18][C:19](=[O:28])[CH2:20][C:21]3[CH:26]=[CH:25][C:24]([F:27])=[CH:23][CH:22]=3)=[S:17])=[CH:11][C:10]=2[F:29])[CH:5]=[CH:4][N:3]=1.ClC(OC1C=CC=CC=1)=O.[CH2:40]([N:42]([CH2:48][CH3:49])[CH2:43][CH2:44][CH2:45][NH:46][CH3:47])[CH3:41].[C:50](=[O:53])([O-])O.[Na+]>O1CCCC1.C(OCC)(=O)C.CN(C)C=O.C(N(CC)CC)C>[CH2:40]([N:42]([CH2:48][CH3:49])[CH2:43][CH2:44][CH2:45][N:46]([CH3:47])[C:50]([NH:1][C:2]1[CH:7]=[C:6]([O:8][C:9]2[CH:14]=[CH:13][C:12]([NH:15][C:16]([NH:18][C:19](=[O:28])[CH2:20][C:21]3[CH:26]=[CH:25][C:24]([F:27])=[CH:23][CH:22]=3)=[S:17])=[CH:11][C:10]=2[F:29])[CH:5]=[CH:4][N:3]=1)=[O:53])[CH3:41] |f:3.4|. Reported procedure: To a solution of 1-[4-(2-aminopyridin-4-yloxy)-3-fluorophenyl]-3-[(4-fluorophenyl)acetyl]thiourea (100 mg) in tetrahydrofuran (10 ml) was added triethylamine (0.101 ml), and then phenyl chloroformate (0.0454 ml) was added while stirring in an ice bath, followed by stirring under a nitrogen atmosphere for 10 min. The reaction mixture was concentrated under a reduced pressure to give a residue, to which N,N-dimethylformamide (2.0 ml) and N,N-diethyl-N′-methyl-1,3-propanediamine (151 mg) were then ... Starting materials: [BH4-], CO, O=C(CN1CCC(N2Cc3ccccc3NC2=O)CC1)c1ccc(Cl)cc1, [Na+]. Product: O=C1Nc2ccccc2CN1C1CCN(CC(O)c2ccc(Cl)cc2)CC1. Reaction SMILES: [BH4-:28].[CH3:30][OH:31].[Cl:1][c:2]1[cH:3][cH:4][c:5]([C:6](=[O:7])[CH2:8][N:9]2[CH2:10][CH2:11][CH:12]([N:15]3[C:16](=[O:25])[NH:17][c:18]4[cH:19][cH:20][cH:21][cH:22][c:23]4[CH2:24]3)[CH2:13][CH2:14]2)[cH:26][cH:27]1.[Na+:29]>>[Cl:1][c:2]1[cH:3][cH:4][c:5]([CH:6]([OH:7])[CH2:8][N:9]2[CH2:10][CH2:11][CH:12]([N:15]3[C:16](=[O:25])[NH:17][c:18]4[cH:19][cH:20][cH:21][cH:22][c:23]4[CH2:24]3)[CH2:13][CH2:14]2)[cH:26][cH:27]1. Reactants: [H-].[Na+] (Sodium hydride), CO (methanol), COC=1C2=C(C=C(C1)CC1CC(=O)OC1)OCO2 ((RS)-3-[1-(5-methoxy-3,4-methylenedioxyphenyl)methyl]butanolide), COC=1C=C(C=O)C=C(C1OC)OC (3,4,5-trimethoxybenzaldehyde), Cl (HCl). The solvent is C(C)(=O)OCC (ethyl acetate), O (water), C1(=CC=CC=C1)C (toluene). Reaction conditions: time 24 hour. The product is COC=1C2=C(C=C(C1)CC1\C(\C(=O)OC1)=C/C1=CC(=C(C(=C1)OC)OC)OC)OCO2 ((RS)-(E)-3-[1-(5-methoxy-3,4-methylenedioxyphenyl)methyl]-2-(3,4,5- trimethoxybenzylidene)butanolide), solid. Yield: 43.0%. As a reaction SMILES: [H-].[Na+].CO.[CH3:5][O:6][C:7]1[C:8]2[O:22][CH2:21][O:20][C:9]=2[CH:10]=[C:11]([CH2:13][CH:14]2[CH2:19][O:18][C:16](=[O:17])[CH2:15]2)[CH:12]=1.[CH3:23][O:24][C:25]1[CH:26]=[C:27]([CH:30]=[C:31]([O:35][CH3:36])[C:32]=1[O:33][CH3:34])[CH:28]=O.Cl>C(OCC)(=O)C.O.C1(C)C=CC=CC=1>[CH3:5][O:6][C:7]1[C:8]2[O:22][CH2:21][O:20][C:9]=2[CH:10]=[C:11]([CH2:13][CH:14]2[CH2:19][O:18][C:16](=[O:17])/[C:15]/2=[CH:28]/[C:27]2[CH:30]=[C:31]([O:35][CH3:36])[C:32]([O:33][CH3:34])=[C:25]([O:24][CH3:23])[CH:26]=2)[CH:12]=1 |f:0.1|. Reported procedure: Sodium hydride (60%, 0.43 g, 10.8 mmol) and methanol (0.016 ml, 0.4 mmol) were added to 20 ml of toluene under an argon stream. The solution was added further with (RS)-3-[1-(5-methoxy-3,4-methylenedioxyphenyl)methyl]butanolide [1.0 g, 4 mmol, G. E. Schneiders and R. Stevenson, J. Chem. Soc. Perkin I, 999, (1982)] and 3,4,5-trimethoxybenzaldehyde (1.24 g, 6.3 mol), followed by stirring at room temperature for 24 hours. The reaction mixture was added with 2N-HCl. The solution was dissolved in eth... Starting materials: C(C)(=O)Cl (Acetyl chloride), CO (methanol), O[C@@H]1C[C@H](NC1)C(=O)O ((2S,4R)-4-hydroxy-2-pyrrolidinecarboxylic acid). Run in C(C)OCC (diethyl ether). The product is Cl.O[C@@H]1C[C@H](NC1)C(=O)OC (methyl (2S,4R)-4-hydroxy-2-pyrrolidinecarboxylate hydrochloride). RXN SMILES: [C:1]([Cl:4])(=O)C.CO.[OH:7][C@H:8]1[CH2:12][NH:11][C@H:10]([C:13]([OH:15])=[O:14])[CH2:9]1>C(OCC)C>[ClH:4].[OH:7][C@H:8]1[CH2:12][NH:11][C@H:10]([C:13]([O:15][CH3:1])=[O:14])[CH2:9]1 |f:4.5|. Procedure details: Acetyl chloride (380 ml) was dropwise added to methanol (3.5 l) at 10°-25° C. with stirring, followed by (2S,4R)-4-hydroxy-2-pyrrolidinecarboxylic acid (500 g). The mixture was refluxed for 3 hours. The mixture was cooled to the ambient temperature and poured into diethyl ether to give precipitates. The precipitates were collected by filtration and dried up in vacuo to give methyl (2S,4R)-4-hydroxy-2-pyrrolidinecarboxylate hydrochloride (676 g).